This data is from the Open Reaction Database (ORD), a public repository of structured organic reaction records. The task is: describe an organic reaction: reactants, conditions, products, and yield The reactants are C1OC=2C=C(C=CC2O1)CNC(CCl)=O (N-[1-(3,4-methylenedioxyphenyl)methyl]-2-chloroacetamide), Cl.Cl.C(C(=O)C1=CC=CC=C1)N1CCNCC1 (N-phenacyl piperazine dihydrochloride), C(=O)([O-])[O-].[K+].[K+] (K2CO3). The solvent is CC(=O)C (acetone). The product is Cl.Cl.C(C(=O)C1=CC=CC=C1)N1CCN(CC1)CC(=O)NCC1=CC2=C(C=C1)OCO2 (1-phenacyl-N4-[2-(3,4-methylenedioxyphenylmethylamino)-2-oxo-ethyl]piperazine dihydrochloride). As a reaction SMILES: [CH2:1]1[O:9][C:8]2[CH:7]=[CH:6][C:5]([CH2:10][NH:11][C:12](=[O:15])[CH2:13][Cl:14])=[CH:4][C:3]=2[O:2]1.[ClH:16].Cl.[CH2:18]([N:27]1[CH2:32][CH2:31][NH:30][CH2:29][CH2:28]1)[C:19]([C:21]1[CH:26]=[CH:25][CH:24]=[CH:23][CH:22]=1)=[O:20].C([O-])([O-])=O.[K+].[K+]>CC(C)=O>[ClH:14].[ClH:16].[CH2:18]([N:27]1[CH2:32][CH2:31][N:30]([CH2:13][C:12]([NH:11][CH2:10][C:5]2[CH:6]=[CH:7][C:8]3[O:9][CH2:1][O:2][C:3]=3[CH:4]=2)=[O:15])[CH2:29][CH2:28]1)[C:19]([C:21]1[CH:22]=[CH:23][CH:24]=[CH:25][CH:26]=1)=[O:20] |f:1.2.3,4.5.6,8.9.10|. Procedure details: A mixture of N-[1-(3,4-methylenedioxyphenyl)methyl]-2-chloroacetamide (5 mmol), N-phenacyl piperazine dihydrochloride (5 mmol) and K2CO3 (17.5 mmol) in 60 ml of acetone was treated according to the general preparation 2 to give compound (IV-32), 0.76 g (63.45%), M+ 395. Reactants: CC1(C)CC(C)(C)c2cc(C#C[Si](C)(C)C)ccc2S1, CC(C)O, [K+], [OH-]. The product is C#Cc1ccc2c(c1)C(C)(C)CC(C)(C)S2. As a reaction SMILES: [CH3:1][C:2]1([CH3:20])[S:3][c:4]2[cH:5][cH:6][c:7]([C:14]#[C:15][Si:16]([CH3:17])([CH3:18])[CH3:19])[cH:8][c:9]2[C:10]([CH3:12])([CH3:13])[CH2:11]1.[CH:23]([OH:24])([CH3:25])[CH3:26].[K+:22].[OH-:21]>>[CH3:1][C:2]1([CH3:20])[S:3][c:4]2[cH:5][cH:6][c:7]([C:14]#[CH:15])[cH:8][c:9]2[C:10]([CH3:12])([CH3:13])[CH2:11]1. The solvent is O1CCOCC1 (dioxane). Reactants: CO (methanol), [H-].[Na+] (sodium hydride), BrC=1C=C(C(=O)NC=2SC3=C(N2)C(=CC=C3C3CCOCC3)OC)C=CN1 (2-bromo-N-[4-methoxy-7-(tetrahydro-pyran-4-yl)-benzothiazol-2-yl]-isonicotinamide). The yield is 68.3%. Reaction conditions: temperature 50 celsius. Product: COC=1C=C(C(=O)NC=2SC3=C(N2)C(=CC=C3C3CCOCC3)OC)C=CN1 (2-methoxy-N-[4-methoxy-7-(tetrahydro-pyran-4-yl)-benzothiazol-2-yl]-isonicotinamide). Reported procedure: To a stirred solution of 0.09 ml (2.23 mmol) methanol in 5 ml dioxane at room temperature was added 49 mg (1.12 mmol) sodium hydride (55% dispersion in mineral oil) and the mixture heated at 50° C. for 1 hour. 100 mg (0.22 mmol) 2-bromo-N-[4-methoxy-7-(tetrahydro-pyran-4-yl)-benzothiazol-2-yl]-isonicotinamide was then added and the mixture heated at 50° C. for 16 h. The reaction mixture was then cooled to room temperature and poured onto water. The mixture was extracted three times with dichloro... As a reaction SMILES: [CH3:1][OH:2].[H-].[Na+].Br[C:6]1[CH:7]=[C:8]([CH:29]=[CH:30][N:31]=1)[C:9]([NH:11][C:12]1[S:13][C:14]2[C:20]([CH:21]3[CH2:26][CH2:25][O:24][CH2:23][CH2:22]3)=[CH:19][CH:18]=[C:17]([O:27][CH3:28])[C:15]=2[N:16]=1)=[O:10]>O1CCOCC1>[CH3:1][O:2][C:6]1[CH:7]=[C:8]([CH:29]=[CH:30][N:31]=1)[C:9]([NH:11][C:12]1[S:13][C:14]2[C:20]([CH:21]3[CH2:26][CH2:25][O:24][CH2:23][CH2:22]3)=[CH:19][CH:18]=[C:17]([O:27][CH3:28])[C:15]=2[N:16]=1)=[O:10] |f:1.2|. Isolated yield 84.0%. Procedure: To a solution of 2-(4-((5-chloro-6-(trifluoromethyl)pyridin-2-yl)oxy)phenyl)ethanol (0.2 g, 0.630 mmol) and cyanamide (0.053 g, 1.259 mmol) in dry THF (3 mL) under nitrogen was added triflic acid (0.112 mL, 1.259 mmol). The mixture was heated at 55° C. for 1 h. Purification via reverse phase flash chromatography afforded the title compound (250 mg, 0.529 mmol, 84% yield) as a white solid. LCMS: rt=2.77 min, [M+H+]=360 Reactants: ClC=1C=CC(=NC1C(F)(F)F)OC1=CC=C(C=C1)CCO (2-(4-((5-chloro-6-(trifluoromethyl)pyridin-2-yl)oxy)phenyl)ethanol), N#CN (cyanamide), OS(=O)(=O)C(F)(F)F (triflic acid), C1CCOC1 (THF). The product is C(N)(OCCC1=CC=C(C=C1)OC1=CC(=C(C=C1)C)F)=N (2-{4-[(3-fluoro-4-methylphenyl)oxy]phenyl}ethyl imidocarbamate). Reaction SMILES: Cl[C:2]1[CH:3]=[CH:4][C:5]([O:12][C:13]2[CH:18]=[CH:17][C:16]([CH2:19][CH2:20][OH:21])=[CH:15][CH:14]=2)=N[C:7]=1C(F)(F)F.[N:22]#[C:23][NH2:24].OS([C:29]([F:32])(F)F)(=O)=O.[CH2:33]1COCC1>>[C:23](=[NH:24])([O:21][CH2:20][CH2:19][C:16]1[CH:15]=[CH:14][C:13]([O:12][C:5]2[CH:4]=[CH:3][C:2]([CH3:7])=[C:29]([F:32])[CH:33]=2)=[CH:18][CH:17]=1)[NH2:22]. Run at temperature 55 celsius.